From a dataset of the Open Reaction Database (ORD), a public repository of structured organic reaction records. describe an organic reaction: reactants, conditions, products, and yield The reactants are FC(C(=O)O)(F)F (trifluoroacetic acid), C(C)(C)(C)OC(=O)CN1C(C(C2=CC=CC=C12)(NC(C1=CC(=C(C=C1)Cl)Cl)=O)CCC(=O)OCC)=O (ethyl 3-[1-(t-butoxycarbonylmethyl)-3-(3,4-dichlorobenzoylamino)-2,3-dihydro-2-oxo-1H-indol-3-yl]propionate). Run in C(Cl)Cl (methylene chloride). Conditions: time 3 hour. Product: ClC=1C=C(C(=O)NC2(C(N(C3=CC=CC=C23)CC(=O)O)=O)CCC(=O)OCC)C=CC1Cl (2-[3-(3,4-dichlorobenzoylamino)-2,3-dihydro-3-(2-ethoxycarbonylethyl)-2-oxo-1H-indol-1-yl]acetic acid). The yield is 103.9%. RXN SMILES: FC(F)(F)C(O)=O.C([O:12][C:13]([CH2:15][N:16]1[C:24]2[C:19](=[CH:20][CH:21]=[CH:22][CH:23]=2)[C:18]([CH2:36][CH2:37][C:38]([O:40][CH2:41][CH3:42])=[O:39])([NH:25][C:26](=[O:35])[C:27]2[CH:32]=[CH:31][C:30]([Cl:33])=[C:29]([Cl:34])[CH:28]=2)[C:17]1=[O:43])=[O:14])(C)(C)C>C(Cl)Cl>[Cl:34][C:29]1[CH:28]=[C:27]([CH:32]=[CH:31][C:30]=1[Cl:33])[C:26]([NH:25][C:18]1([CH2:36][CH2:37][C:38]([O:40][CH2:41][CH3:42])=[O:39])[C:19]2[C:24](=[CH:23][CH:22]=[CH:21][CH:20]=2)[N:16]([CH2:15][C:13]([OH:14])=[O:12])[C:17]1=[O:43])=[O:35]. Procedure details: 5 ml of trifluoroacetic acid was added to a solution of 700 mg of ethyl 3-[1-(t-butoxycarbonylmethyl)-3-(3,4-dichlorobenzoylamino)-2,3-dihydro-2-oxo-1H-indol-3-yl]propionate in methylene chloride (20 ml). The mixture was stirred at room temperature for 3 hours. The reaction mixture was evaporated to dryness under reduced pressure. The residue was recrystallized from ethyl acetate-hexane to afford 651 mg of 2-[3-(3,4-dichlorobenzoylamino)-2,3-dihydro-3-(2-ethoxycarbonylethyl)-2-oxo-1H-indol-1-yl]... Run in O (water), [N+](=O)([O-])C (nitromethane). RXN SMILES: [Cl:1][C:2]1[C:10]([O:11]COC)=[CH:9][C:8]([I:15])=[C:7]2[C:3]=1[CH:4](O)[N:5]([C:17]([CH3:25])([C:19]1[CH:24]=[CH:23][CH:22]=[CH:21][CH:20]=1)[CH3:18])[C:6]2=[O:16].FC(F)(F)C(O)=O.C([SiH](CC)CC)C.C(=O)([O-])O.[Na+]>[N+](C)([O-])=O.O>[Cl:1][C:2]1[C:10]([OH:11])=[CH:9][C:8]([I:15])=[C:7]2[C:3]=1[CH2:4][N:5]([C:17]([CH3:25])([C:19]1[CH:24]=[CH:23][CH:22]=[CH:21][CH:20]=1)[CH3:18])[C:6]2=[O:16] |f:3.4|. Reactants: C(O)([O-])=O.[Na+] (sodium hydrogencarbonate), FC(C(=O)O)(F)F (trifluoroacetic acid), C(C)[SiH](CC)CC (triethylsilane), ClC1=C2C(N(C(C2=C(C=C1OCOC)I)=O)C(C)(C1=CC=CC=C1)C)O (4-chloro-5-methoxymethoxy-3-hydroxy-7-iodo-2-(1-methyl-1-phenylethyl)isoindolinone). Procedure: In a similar manner to Step 4 of Example 16, 4-chloro-5-methoxymethoxy-3-hydroxy-7-iodo-2-(1-methyl-1-phenylethyl)isoindolinone (100 mg, 0.21 mmol) was dissolved in nitromethane (4 mL), and the solution was treated with trifluoroacetic acid (0.097 mL, 1.26 mmol) and triethylsilane (0.200 mL, 1.25 mmol). The mixture was added with water and saturated aqueous sodium hydrogencarbonate solution and extracted with ethyl acetate. The organic layer was washed with saturated brine and dried over anhydro... Yield: 108.0%. Yields the product ClC1=C2CN(C(C2=C(C=C1O)I)=O)C(C)(C1=CC=CC=C1)C (4-chloro-5-hydroxy-7-iodo-2-(1-methyl-1-phenylethyl)isoindolinone).